Dataset: the Open Reaction Database (ORD), a public repository of structured organic reaction records. Task: describe an organic reaction: reactants, conditions, products, and yield Reactants: O=C1NC(CCC1N1C(=NC2=CC=CC(=C2C1=O)NC=O)C)=O (N-(3-(2,6-dioxopiperidin-3-yl)-2-methyl-4-oxo-3,4-dihydroquinazolin-5-yl)formamide), CC=1OC(C2=C(N1)C=CC=C2[N+](=O)[O-])=O (2-methyl-5-nitro-4H-benzo[d][1,3]oxazin-4-one), NC1C(NC(CC1)=O)=O (3-aminopiperidine-2,6-dione). The product is CC1=NC2=CC=CC(=C2C(N1C1C(NC(CC1)=O)=O)=O)[N+](=O)[O-] (3-(2-methyl-5-nitro-4-oxoquinazolin-3(4H)-yl)piperidine-2,6-dione). As a reaction SMILES: [O:1]=[C:2]1[CH:7]([N:8]2C(=O)C3C(=CC=CC=3NC=O)N=C2C)[CH2:6][CH2:5][C:4](=[O:23])[NH:3]1.[CH3:24][C:25]1O[C:27](=[O:38])[C:28]2[C:34]([N+:35]([O-:37])=[O:36])=[CH:33][CH:32]=[CH:31][C:29]=2[N:30]=1.NC1CCC(=O)NC1=O>>[CH3:24][C:25]1[N:8]([CH:7]2[CH2:6][CH2:5][C:4](=[O:23])[NH:3][C:2]2=[O:1])[C:27](=[O:38])[C:28]2[C:29](=[CH:31][CH:32]=[CH:33][C:34]=2[N+:35]([O-:37])=[O:36])[N:30]=1. Procedure: In another embodiment, provided herein is a method for preparing 3-(5-amino-2-methyl-4-oxoquinazolin-3(4H)-yl)piperidine-2,6-dione, or an enantiomer or a mixture of enantiomers thereof; or a pharmaceutically acceptable salt, solvate, hydrate, or polymorph thereof; comprising the steps of (a) reacting 2-amino-6-nitrobenzoic acid with an activated acetic acid in a solvent to form 2-methyl-5-nitro-4H-benzo[d][1,3]oxazin-4-one; (b) reacting 2-methyl-5-nitro-4H-benzo[d][1,3]oxazin-4-one with 3-aminop... The reactants are Oc1ccc(Br)cc1, C1CCOC1, OC1CCOCC1, c1ccc(P(c2ccccc2)c2ccccc2)cc1. Yields the product Brc1ccc(OC2CCOCC2)cc1. As a reaction SMILES: [Br:1][c:2]1[cH:3][cH:4][c:5]([OH:8])[cH:6][cH:7]1.[O:35]1[CH2:36][CH2:37][CH2:38][CH2:39]1.[OH:9][CH:10]1[CH2:11][CH2:12][O:13][CH2:14][CH2:15]1.[c:16]1([P:17]([c:18]2[cH:19][cH:20][cH:21][cH:22][cH:23]2)[c:24]2[cH:25][cH:26][cH:27][cH:28][cH:29]2)[cH:30][cH:31][cH:32][cH:33][cH:34]1>>[Br:1][c:2]1[cH:3][cH:4][c:5]([O:8][CH:10]2[CH2:11][CH2:12][O:13][CH2:14][CH2:15]2)[cH:6][cH:7]1. Reactants: O=C1N(Cc2ccc(Br)cn2)c2ccccc2C12COc1cc3c(cc12)OCCO3, O=C1N(Cc2ccc(Br)cc2)c2ccccc2C12COc1cc(F)c(F)cc12, CC(C)(C)OC(=O)N1CCC(N)C1, C1COCCN1. The product is O=C1N(Cc2ccc(N3CCOCC3)cn2)c2ccccc2C12COc1cc3c(cc12)OCCO3. As a reaction SMILES: [Br:20][c:21]1[cH:22][cH:23][c:24]([CH2:27][N:28]2[C:29](=[O:49])[C:30]3([CH2:31][O:32][c:33]4[cH:34][c:35]5[c:36]([cH:41][c:42]43)[O:37][CH2:38][CH2:39][O:40]5)[c:43]3[cH:44][cH:45][cH:46][cH:47][c:48]32)[n:25][cH:26]1.[Br:50][c:51]1[cH:52][cH:53][c:54]([CH2:55][N:56]2[c:57]3[c:58]([cH:59][cH:60][cH:61][cH:62]3)[C:63]3([c:64]4[cH:65][c:66]([F:67])[c:68]([F:69])[cH:70][c:71]4[O:72][CH2:73]3)[C:74]2=[O:75])[cH:76][cH:77]1.[C:7]([N:8]1[CH2:9][CH2:10][CH:11]([NH2:12])[CH2:13]1)([O:14][C:15]([CH3:16])([CH3:17])[CH3:18])=[O:19].[CH2:1]1[CH2:2][O:3][CH2:4][CH2:5][NH:6]1>>[CH2:1]1[CH2:2][O:3][CH2:4][CH2:5][N:6]1[c:21]1[cH:22][cH:23][c:24]([CH2:27][N:28]2[C:29](=[O:49])[C:30]3([CH2:31][O:32][c:33]4[cH:34][c:35]5[c:36]([cH:41][c:42]43)[O:37][CH2:38][CH2:39][O:40]5)[c:43]3[cH:44][cH:45][cH:46][cH:47][c:48]32)[n:25][cH:26]1. Starting materials: FC1=CC=C(C=C1C1=CC(=CC=C1)CN1C[C@@H](NCC1)C)CNC(=O)C=1C=C(C=CC1)CC1CCN(CC1)C(=O)OC(C)(C)C (1,1-dimethylethyl 4-{[3-({[(6-fluoro-3′-{[(3S)-3-methyl-1-piperazinyl]methyl}-3-biphenylyl)methyl]amino}carbonyl)phenyl]methyl}-1-piperidinecarboxylate), C=O (formaldehyde), [BH4-].[Na+] (sodium borohydride). Run in CO (MeOH). Conditions: time 30 minute. The product is C[C@H]1CN(CCN1C)CC=1C=C(C=CC1)C1=CC(=CC=C1F)CNC(=O)C=1C=C(C=CC1)CC1CCN(CC1)C(=O)OC(C)(C)C (1,1-dimethylethyl 4-{[3-({[(3′-{[(3S)-3,4-dimethyl-1-piperazinyl]methyl}-6-fluoro-3-biphenylyl)methyl]amino}carbonyl)phenyl]methyl}-1-piperidinecarboxylate). The yield is 98.4%. RXN SMILES: [F:1][C:2]1[C:7]([C:8]2[CH:13]=[CH:12][CH:11]=[C:10]([CH2:14][N:15]3[CH2:20][CH2:19][NH:18][C@@H:17]([CH3:21])[CH2:16]3)[CH:9]=2)=[CH:6][C:5]([CH2:22][NH:23][C:24]([C:26]2[CH:27]=[C:28]([CH2:32][CH:33]3[CH2:38][CH2:37][N:36]([C:39]([O:41][C:42]([CH3:45])([CH3:44])[CH3:43])=[O:40])[CH2:35][CH2:34]3)[CH:29]=[CH:30][CH:31]=2)=[O:25])=[CH:4][CH:3]=1.[CH2:46]=O.[BH4-].[Na+]>CO>[CH3:21][C@@H:17]1[N:18]([CH3:46])[CH2:19][CH2:20][N:15]([CH2:14][C:10]2[CH:9]=[C:8]([C:7]3[C:2]([F:1])=[CH:3][CH:4]=[C:5]([CH2:22][NH:23][C:24]([C:26]4[CH:27]=[C:28]([CH2:32][CH:33]5[CH2:34][CH2:35][N:36]([C:39]([O:41][C:42]([CH3:44])([CH3:43])[CH3:45])=[O:40])[CH2:37][CH2:38]5)[CH:29]=[CH:30][CH:31]=4)=[O:25])[CH:6]=3)[CH:13]=[CH:12][CH:11]=2)[CH2:16]1 |f:2.3|. Procedure details: To a solution of 1,1-dimethylethyl 4-{[3-({[(6-fluoro-3′-{[(3S)-3-methyl-1-piperazinyl]methyl}-3-biphenylyl)methyl]amino}carbonyl)phenyl]methyl}-1-piperidinecarboxylate (130 mg, 0.21 mmol) in MeOH (5 mL) was added formaldehyde (37% in water, 69 mg, 0.85 mmol). After 30 minutes stirring at rt, sodium borohydride (16 mg, 0.42 mmol) was added. After stirring at rt for additional 3 hours, the solvent was removed to give a residue which was purified by loading onto a 2 g aminopropyl SPE cartridge and...